From a dataset of the Open Reaction Database (ORD), a public repository of structured organic reaction records. describe an organic reaction: reactants, conditions, products, and yield Starting materials: C(C1=CC=CC=C1)OC1=CC=C(C=O)C=C1 (4-(benzyloxy)benzaldehyde), [Li]CCCC (n-BuLi), CN1N=NC=C1 (1-methyl-1H-1,2,3-triazole). Solvent: CCCCCC (hexane), C1CCOC1 (THF). Run at temperature -40 celsius, time 2 hour. The product is C(C1=CC=CC=C1)OC1=CC=C(C=C1)C(O)C=1N(N=NC1)C ((4-(Benzyloxy)phenyl)(3-methyl-3H-1,2,3-triazol-4-yl)methanol). As a reaction SMILES: [Li]CCCC.[CH3:6][N:7]1[CH:11]=[CH:10][N:9]=[N:8]1.[CH2:12]([O:19][C:20]1[CH:27]=[CH:26][C:23]([CH:24]=[O:25])=[CH:22][CH:21]=1)[C:13]1[CH:18]=[CH:17][CH:16]=[CH:15][CH:14]=1>CCCCCC.C1COCC1>[CH2:12]([O:19][C:20]1[CH:21]=[CH:22][C:23]([CH:24]([C:11]2[N:7]([CH3:6])[N:8]=[N:9][CH:10]=2)[OH:25])=[CH:26][CH:27]=1)[C:13]1[CH:14]=[CH:15][CH:16]=[CH:17][CH:18]=1. Procedure details: A solution of n-BuLi (11.6 mL, 1.6 M, 18.6 mmol) in hexane was added dropwise to a solution of 73.1 (1.29 g, 15.5 mmol) in THF (75 mL) at −40° C. After stirring at −40° C. for 2 hours, 4-(benzyloxy)benzaldehyde was added at −40° C., and the reaction was warmed to room temperature. The reaction was quenched saturated NH4Cl (aq) after 3 hours of stirring and then extracted with EtOAc. The organic phase was washed with water and brine, dried over anhydrous sodium sulfate, filtered, and concentrated...